Task: describe an organic reaction: reactants, conditions, products, and yield. Dataset: the Open Reaction Database (ORD), a public repository of structured organic reaction records The solvent is ice water, O1CCCC1 (tetrahydrofuran). Conditions: time 0.5 hour. Procedure: 20.0 g of 1-fluoro-1-(1H-1,2,4-triazol-1-yl)-3,3-dimethyl-2-butanone are added dropwise to a solution of 13.5 g of potassium tertiary butylate in 100 ml of tetrahydrofuran. After the mixture has been stirred for 0.5 hour, 15.6 g of methyl iodide are added dropwise and the mixture is stirred for 18 hours at 60° C. After cooling, the reaction mixture is taken up in ice water and extracted with ethyl acetate. The combined organic phases are washed with water and saturated sodium chloride solution, ... Yield: 65.1%. Yields the product FC(C)(C(C(C)(C)C)=O)N1N=CN=C1 (2-fluoro-2-(1H-1,2,4-triazol-1-yl)-4,4-dimethyl-3-pentanone). Reactants: FC(C(C(C)(C)C)=O)N1N=CN=C1 (1-fluoro-1-(1H-1,2,4-triazol-1-yl)-3,3-dimethyl-2-butanone), potassium tertiary butylate, CI (methyl iodide). RXN SMILES: [F:1][CH:2]([N:9]1[CH:13]=[N:12][CH:11]=[N:10]1)[C:3](=[O:8])[C:4]([CH3:7])([CH3:6])[CH3:5].[CH3:14]I>O1CCCC1>[F:1][C:2]([N:9]1[CH:13]=[N:12][CH:11]=[N:10]1)([C:3](=[O:8])[C:4]([CH3:7])([CH3:5])[CH3:6])[CH3:14]. Reactants: O (water), FC1=CC=C(C=C1)C=1N(C(=C(C1C1=CC=CC=C1)C(=O)NC1=CC=CC=C1)C(C)C)CCC1CC(OC(O1)(C)C)CC(=O)OC(C)(C)C (1,1-dimethylethyl 6-[2[2-(4-fluorophenyl)-5-(1-methylethyl)-3-phenyl-4-[(phenylamino)carbonyl]-1H-pyrrol-1-yl]ethyl]-2,2-dimethyl-1,3-dioxane-4-acetate), [OH-].[Na+] (sodium hydroxide), Cl (hydrochloric acid). Solvent: CCCCCC (hexane), O1CCCC1 (tetrahydrofuran). Run at time 15 hour. Yields the product FC1=CC=C(C=C1)C1=C(C(=C(N1CC[C@H]1OC(C[C@@H](C1)O)=O)C(C)C)C(=O)NC1=CC=CC=C1)C1=CC=CC=C1 ((2R-trans)-5-(4-fluorophenyl)-2-(1-methylethyl)-N,4-diphenyl-1-[2-(tetrahydro-4-hydroxy-6-oxo-2H-pyran-2-yl)ethyl]-1H-pyrrole-3-carboxamide). RXN SMILES: [F:1][C:2]1[CH:7]=[CH:6][C:5]([C:8]2[N:9]([CH2:31][CH2:32][CH:33]3OC(C)(C)[O:36][CH:35]([CH2:41][C:42]([O:44]C(C)(C)C)=[O:43])[CH2:34]3)[C:10]([CH:28]([CH3:30])[CH3:29])=[C:11]([C:19]([NH:21][C:22]3[CH:27]=[CH:26][CH:25]=[CH:24][CH:23]=3)=[O:20])[C:12]=2[C:13]2[CH:18]=[CH:17][CH:16]=[CH:15][CH:14]=2)=[CH:4][CH:3]=1.Cl.[OH-].[Na+].O>O1CCCC1.CCCCCC>[F:1][C:2]1[CH:7]=[CH:6][C:5]([C:8]2[N:9]([CH2:31][CH2:32][C@@H:33]3[CH2:34][C@@H:35]([OH:36])[CH2:41][C:42](=[O:43])[O:44]3)[C:10]([CH:28]([CH3:29])[CH3:30])=[C:11]([C:19]([NH:21][C:22]3[CH:23]=[CH:24][CH:25]=[CH:26][CH:27]=3)=[O:20])[C:12]=2[C:13]2[CH:18]=[CH:17][CH:16]=[CH:15][CH:14]=2)=[CH:4][CH:3]=1 |f:2.3|. Reported procedure: (4R-cis))1,1-dimethylethyl 6-[2[2-(4-fluorophenyl)-5-(1-methylethyl)-3-phenyl-4-[(phenylamino)carbonyl]-1H-pyrrol-1-yl]ethyl]-2,2-dimethyl-1,3-dioxane-4-acetate, 4.37 g (6.68 mol), is dissolved in 200 mL of tetrahydrofuran and 15 mL of 10% hydrochloric acid solution is added, and the solution is stirred for 15 hours. To this solution is added sodium hydroxide (3.6 g) and the mixture is stirred for 30 hours. The reaction is stopped by adding 150 mL of water, 90 mL of hexane, and separating the la... Starting materials: CN1CCOCC1, CN(C)CCN, O=C(O)c1ccc2oc(=O)n(Cc3ccc4[nH]c(=O)[nH]c4c3)c2c1, CN(C)C=O, O, On1nnc2ccccc21. Yields the product CN(C)CCNC(=O)c1ccc2oc(=O)n(Cc3ccc4[nH]c(=O)[nH]c4c3)c2c1. As a reaction SMILES: [CH3:35][N:36]1[CH2:37][CH2:38][O:39][CH2:40][CH2:41]1.[CH3:42][N:43]([CH2:44][CH2:45][NH2:46])[CH3:47].[O:1]=[c:2]1[o:3][c:4]2[c:5]([n:6]1[CH2:7][c:8]1[cH:9][c:10]3[c:11]([nH:12][c:13](=[O:15])[nH:14]3)[cH:16][cH:17]1)[cH:18][c:19]([C:22](=[O:23])[OH:24])[cH:20][cH:21]2.[O:48]=[CH:49][N:50]([CH3:51])[CH3:52].[OH2:53].[OH:25][n:26]1[c:27]2[c:28]([cH:29][cH:30][cH:31][cH:32]2)[n:33][n:34]1>>[O:1]=[c:2]1[o:3][c:4]2[c:5]([n:6]1[CH2:7][c:8]1[cH:9][c:10]3[c:11]([nH:12][c:13](=[O:15])[nH:14]3)[cH:16][cH:17]1)[cH:18][c:19]([C:22](=[O:24])[NH:46][CH2:45][CH2:44][N:43]([CH3:42])[CH3:47])[cH:20][cH:21]2. Reactants: ClC1=NC=C(C(=N1)C)Cl (2,5-dichloro-4-methylpyrimidine), C([O-])([O-])=O.[K+].[K+] (potassium carbonate), NC=1C=C(C=C(C1)C)C1=CN=C(S1)C1(CCC1)O (1-[5-(3-amino-5-methylphenyl)-1,3-thiazol-2-yl]cyclobutanol), CC(C)C1=CC(=C(C(=C1)C(C)C)C2=C(C=CC=C2)P(C3CCCCC3)C4CCCCC4)C(C)C (XPhos). The reagents and catalysts are C=1C=CC(=CC1)/C=C/C(=O)/C=C/C2=CC=CC=C2.C=1C=CC(=CC1)/C=C/C(=O)/C=C/C2=CC=CC=C2.C=1C=CC(=CC1)/C=C/C(=O)/C=C/C2=CC=CC=C2.[Pd].[Pd] (Pd2(dba)3). Reaction conditions: temperature 90 celsius, time 8 hour. Yields the product ClC=1C(=NC(=NC1)NC=1C=C(C=C(C1)C)C1=CN=C(S1)C1(CCC1)O)C (1-(5-{3-[(5-chloro-4-methylpyrimidin-2-yl)amino]-5-methylphenyl}-1,3-thiazol-2-yl)cyclobutanol). Isolated yield 44.7%. Reaction SMILES: Cl[C:2]1[N:7]=[C:6]([CH3:8])[C:5]([Cl:9])=[CH:4][N:3]=1.[NH2:10][C:11]1[CH:12]=[C:13]([C:18]2[S:22][C:21]([C:23]3([OH:27])[CH2:26][CH2:25][CH2:24]3)=[N:20][CH:19]=2)[CH:14]=[C:15]([CH3:17])[CH:16]=1.CC(C1C=C(C(C)C)C(C2C=CC=CC=2P(C2CCCCC2)C2CCCCC2)=C(C(C)C)C=1)C.C(=O)([O-])[O-].[K+].[K+]>C1C=CC(/C=C/C(/C=C/C2C=CC=CC=2)=O)=CC=1.C1C=CC(/C=C/C(/C=C/C2C=CC=CC=2)=O)=CC=1.C1C=CC(/C=C/C(/C=C/C2C=CC=CC=2)=O)=CC=1.[Pd].[Pd]>[Cl:9][C:5]1[C:6]([CH3:8])=[N:7][C:2]([NH:10][C:11]2[CH:12]=[C:13]([C:18]3[S:22][C:21]([C:23]4([OH:27])[CH2:26][CH2:25][CH2:24]4)=[N:20][CH:19]=3)[CH:14]=[C:15]([CH3:17])[CH:16]=2)=[N:3][CH:4]=1 |f:3.4.5,6.7.8.9.10|. Procedure details: A flask was charged with a stir bar, 2,5-dichloro-4-methylpyrimidine (63 mg, 0.38 mmol), Intermediate 15 (100 mg, 0.38 mmol), Pd2(dba)3 (35 mg, 0.038 mmol), XPhos (92 mg, 0.19 mmol), and potassium carbonate (106 mg, 0.768 mmol). The vial was evacuated and backfilled with argon three times. Fully degassed tent-amyl alcohol (1.3 mL) was added to the flask, which was sealed and stirred at 90° C. overnight. The reaction was then cooled to room temperature, diluted with DCM and directly purified by C... Starting materials: CCc1cc(C(=O)O)ccc1N=C1SCC2(CCCC2)N1C1CCCC1, C1CCOC1, C[Si](C)(C)Cl, Cl, [Li]C, [Na+], O=C([O-])O. Yields the product CCc1cc(C(C)=O)ccc1N=C1SCC2(CCCC2)N1C1CCCC1. As a reaction SMILES: [C:1](=[O:2])([OH:3])[c:4]1[cH:5][c:6]([CH2:25][CH3:26])[c:7]([N:10]=[C:11]2[N:12]([CH:20]3[CH2:21][CH2:22][CH2:23][CH2:24]3)[C:13]3([CH2:14][S:15]2)[CH2:16][CH2:17][CH2:18][CH2:19]3)[cH:8][cH:9]1.[CH2:40]1[O:41][CH2:42][CH2:43][CH2:44]1.[CH3:29][Si:30]([Cl:31])([CH3:32])[CH3:33].[ClH:34].[Li:27][CH3:28].[Na+:39].[O-:35][C:36]([OH:37])=[O:38]>>[C:1](=[O:2])([c:4]1[cH:5][c:6]([CH2:25][CH3:26])[c:7]([N:10]=[C:11]2[N:12]([CH:20]3[CH2:21][CH2:22][CH2:23][CH2:24]3)[C:13]3([CH2:14][S:15]2)[CH2:16][CH2:17][CH2:18][CH2:19]3)[cH:8][cH:9]1)[CH3:29]. The reactants are OC1C(N(CC1)CC(=O)OCC)=O (ethyl (R/S)-2-(3-hydroxy-2-oxo-1-pyrrolidinyl)-acetate), C(C)(C)N(CCN)C(C)C (2-(diisopropylamino)ethylamine). Yields the product C(C)(C)N(CCNC(CN1C(C(CC1)O)=O)=O)C(C)C ((R/S)-N-[2-(diisopropylamino)ethyl]-2-(3-hydroxy-2-oxo-1-pyrrolidinyl)-acetamide). As a reaction SMILES: [OH:1][CH:2]1[CH2:6][CH2:5][N:4]([CH2:7][C:8]([O:10]CC)=O)[C:3]1=[O:13].[CH:14]([N:17]([CH:21]([CH3:23])[CH3:22])[CH2:18][CH2:19][NH2:20])([CH3:16])[CH3:15]>>[CH:14]([N:17]([CH:21]([CH3:23])[CH3:22])[CH2:18][CH2:19][NH:20][C:8](=[O:10])[CH2:7][N:4]1[CH2:5][CH2:6][CH:2]([OH:1])[C:3]1=[O:13])([CH3:16])[CH3:15]. Procedure: 4.5 g of ethyl (R/S)-2-(3-hydroxy-2-oxo-1-pyrrolidinyl)-acetate are heated to 100° under nitrogen for 3.5 hours with 6.1 g of 2-(diisopropylamino)ethylamine. The crude product is chromatographed on aluminum oxide (neutral, activity grade III). With ethyl acetate/ethanol (1:1) and with ethanol there is eluted (R/S)-N-[2-(diisopropylamino)-ethyl]-2-(3-hydroxy-2-oxo-1-pyrrolidinyl)acetamide. After stirring in diethyl ether this has a melting point of 91°-93°; boiling point 230°-250°/0.01 mmHg (bulb... The reactants are C[Si](C)(C)CCOCn1ncc2cc(Br)cc(CBr)c21, CC(=O)[O-], CN(C)C=O, CCOCC, [K+]. Yields the product CC(=O)OCc1cc(Br)cc2cnn(COCC[Si](C)(C)C)c12. RXN SMILES: [Br:1][c:2]1[cH:3][c:4]2[cH:5][n:6][n:7]([CH2:13][O:14][CH2:15][CH2:16][Si:17]([CH3:18])([CH3:19])[CH3:20])[c:8]2[c:9]([CH2:11][Br:12])[cH:10]1.[CH3:22][C:23]([O-:24])=[O:25].[CH3:26][N:27]([CH3:28])[CH:29]=[O:30].[CH3:31][CH2:32][O:33][CH2:34][CH3:35].[K+:21]>>[Br:1][c:2]1[cH:3][c:4]2[cH:5][n:6][n:7]([CH2:13][O:14][CH2:15][CH2:16][Si:17]([CH3:18])([CH3:19])[CH3:20])[c:8]2[c:9]([CH2:11][O:25][C:23]([CH3:22])=[O:24])[cH:10]1. Reactants: C[Al](C)C (AlMe3), NC1=NC=CC=C1 (2-aminopyridine), Na2SO4.10H2O, CO (MeOH), C(C)OC(=O)C1=CNC=2C1=NC(=CC2)OC2CCN(CC2)C (5-(1-methyl-piperidin-4-yloxy)-1H-pyrrolo[3,2-b]pyridine-3-carboxylic acid ethyl ester). Run in C1(=CC=CC=C1)C (toluene), ClCCCl (1,2-dichloroethane). Conditions: time 30 minute. Product: N1=C(C=CC=C1)NC(=O)C1=CNC=2C1=NC(=CC2)OC2CCN(CC2)C (5-(1-Methyl-piperidin-4-yloxy)-1H-pyrrolo[3,2-b]pyridine-3-carboxylic Acid Pyridin-2-ylamide). As a reaction SMILES: C[Al](C)C.[NH2:5][C:6]1[CH:11]=[CH:10][CH:9]=[CH:8][N:7]=1.C([O:14][C:15]([C:17]1[C:21]2=[N:22][C:23]([O:26][CH:27]3[CH2:32][CH2:31][N:30]([CH3:33])[CH2:29][CH2:28]3)=[CH:24][CH:25]=[C:20]2[NH:19][CH:18]=1)=O)C.CO>C1(C)C=CC=CC=1.ClCCCl>[N:7]1[CH:8]=[CH:9][CH:10]=[CH:11][C:6]=1[NH:5][C:15]([C:17]1[C:21]2=[N:22][C:23]([O:26][CH:27]3[CH2:32][CH2:31][N:30]([CH3:33])[CH2:29][CH2:28]3)=[CH:24][CH:25]=[C:20]2[NH:19][CH:18]=1)=[O:14]. Procedure details: AlMe3 (0.3 mL, 0.59 mmol, 2 M in PhCH3) is added to a solution of 2-aminopyridine (56 mg, 0.59 mmol) in toluene (1.0 mL) and 1,2-dichloroethane (1.0 mL) at room temperature. The resulting solution is stirred for 30 minutes at room temperature, 5-(1-methyl-piperidin-4-yloxy)-1H-pyrrolo[3,2-b]pyridine-3-carboxylic acid ethyl ester (60 mg, 0.20 mmol) is then added. The resulting mixture is heated at 100° C. for a period of 3 h. The mixture is cooled to room temperature and Na2SO4.10H2O (285 mg, 0.8... Starting materials: ClC=1C(=CC=C2C(=CC(=NC12)C=1SC=C(N1)C(C)C)O)OCCN1CCOCC1 (8-Chloro-2-(4-isopropyl-thiazol-2-yl)-7-(2-morpholin-4-yl-ethoxy)-quinolin-4-ol), O=P(Cl)(Cl)Cl (POCl3). Run in O1CCOCC1 (dioxane). Conditions: temperature 85 celsius, time 10 minute. Yields the product ClC1=CC(=NC2=C(C(=CC=C12)OCCN1CCOCC1)Cl)C=1SC=C(N1)C(C)C (4,8-Dichloro-2-(4-isopropyl-thiazol-2-yl)-7-(2-morpholin-4-yl-ethoxy)-quinoline). RXN SMILES: [Cl:1][C:2]1[C:3]([O:21][CH2:22][CH2:23][N:24]2[CH2:29][CH2:28][O:27][CH2:26][CH2:25]2)=[CH:4][CH:5]=[C:6]2[C:11]=1[N:10]=[C:9]([C:12]1[S:13][CH:14]=[C:15]([CH:17]([CH3:19])[CH3:18])[N:16]=1)[CH:8]=[C:7]2O.O=P(Cl)(Cl)[Cl:32]>O1CCOCC1>[Cl:32][C:7]1[C:6]2[C:11](=[C:2]([Cl:1])[C:3]([O:21][CH2:22][CH2:23][N:24]3[CH2:29][CH2:28][O:27][CH2:26][CH2:25]3)=[CH:4][CH:5]=2)[N:10]=[C:9]([C:12]2[S:13][CH:14]=[C:15]([CH:17]([CH3:19])[CH3:18])[N:16]=2)[CH:8]=1. Reported procedure: 8-Chloro-2-(4-isopropyl-thiazol-2-yl)-7-(2-morpholin-4-yl-ethoxy)-quinolin-4-ol (5.0 g, 11.5 mmol) in dioxane (50 mL) were stirred at room temperature. POCl3 (5.4 g, 34.6 mmol) was added slowly to the reaction mixture. The reaction was heated to 85° C. with stirring for 10 mins. The reaction was cooled to room temperature and was quenched with ice water. The solution was extracted with ethyl acetate (3×100 mL). The combined organics were dried with sodium sulfate, filtered and were concentrated....